From a dataset of the Open Reaction Database (ORD), a public repository of structured organic reaction records. describe an organic reaction: reactants, conditions, products, and yield The reactants are C(C)C1=CC(=CC(N1)=O)O (6-ethyl-4-hydroxy-1-H-2pyridone), [N+](=O)(O)[O-] (HNO3). Run in O (water). Conditions: temperature 65 celsius, time 30 minute. The product is C(C)C1=CC(=C(C(N1)=O)[N+](=O)[O-])O (6-Ethyl-4-hydroxy-3-nitro-1-H-2-pyridone). As a reaction SMILES: [CH2:1]([C:3]1[NH:8][C:7](=[O:9])[CH:6]=[C:5]([OH:10])[CH:4]=1)[CH3:2].[N+:11]([O-])([OH:13])=[O:12]>O>[CH2:1]([C:3]1[NH:8][C:7](=[O:9])[C:6]([N+:11]([O-:13])=[O:12])=[C:5]([OH:10])[CH:4]=1)[CH3:2]. Procedure: 20 g (0.145 mol) of 6-ethyl-4-hydroxy-1-H-2pyridone are suspended in 60 ml of 65% strength HNO3 and heated to 65° C. The strongly exothermic reaction is kept under control by cooling with ice. After the reaction subsides, 120 ml of water are added and the mixture is cooled with ice. After 30 minutes, the precipitate is filtered off with suction and dried. Reactants: S(=O)(O)[O-].[Na+] (sodium hydrogensulfite), Cl (hydrochloric acid), ClC1=CC(=C(C=C1)N1C(=C(C=C1CC=O)C(=O)NC1=CC=C(C=C1)S(=O)(=O)C)C)C(F)(F)F (1-[4-chloro-2-(trifluoromethyl)phenyl]-2-methyl-N-[4-(methylsulfonyl)phenyl]-5-(2-oxoethyl)-1H-pyrrole-3-carboxamide), P(=O)(O)(O)[O-].[Na+] (sodium dihydrogenphosphate), CC(C)=CC (2-methyl-2-butene), Cl(=O)[O-].[Na+] (sodium chlorite). Solvent: C(C)(C)(C)O (tert-butanol), O (water). Reaction conditions: time 1 hour. Yields the product ClC1=CC(=C(C=C1)N1C(=CC(=C1C)C(NC1=CC=C(C=C1)S(=O)(=O)C)=O)CC(=O)O)C(F)(F)F ((1-[4-chloro-2-(trifluoromethyl)phenyl]-5-methyl-4-{[4-(methylsulfonyl)phenyl]carbamoyl}-1H-pyrrol-2-yl)acetic acid). Yield: 57.1%. As a reaction SMILES: [Cl:1][C:2]1[CH:7]=[CH:6][C:5]([N:8]2[C:12]([CH2:13][CH:14]=[O:15])=[CH:11][C:10]([C:16]([NH:18][C:19]3[CH:24]=[CH:23][C:22]([S:25]([CH3:28])(=[O:27])=[O:26])=[CH:21][CH:20]=3)=[O:17])=[C:9]2[CH3:29])=[C:4]([C:30]([F:33])([F:32])[F:31])[CH:3]=1.P([O-])(O)(O)=[O:35].[Na+].CC(=CC)C.Cl([O-])=O.[Na+].S([O-])(O)=O.[Na+].Cl>C(O)(C)(C)C.O>[Cl:1][C:2]1[CH:7]=[CH:6][C:5]([N:8]2[C:9]([CH3:29])=[C:10]([C:16](=[O:17])[NH:18][C:19]3[CH:24]=[CH:23][C:22]([S:25]([CH3:28])(=[O:27])=[O:26])=[CH:21][CH:20]=3)[CH:11]=[C:12]2[CH2:13][C:14]([OH:35])=[O:15])=[C:4]([C:30]([F:32])([F:31])[F:33])[CH:3]=1 |f:1.2,4.5,6.7|. Procedure details: To a solution of the above 1-[4-chloro-2-(trifluoromethyl)phenyl]-2-methyl-N-[4-(methylsulfonyl)phenyl]-5-(2-oxoethyl)-1H-pyrrole-3-carboxamide (0.85 g, 1.7 mmol) in tert-butanol (14 mL)-water (3.4 mL), sodium dihydrogenphosphate (0.40 g, 2.6 mmol), 2-methyl-2-butene (0.77 mL, 6.8 mmol) and sodium chlorite (0.85 g, 5.1 mmol) were added, and the mixture was stirred at room temperature for 1 hour. A 10% aqueous sodium hydrogensulfite solution and 1M hydrochloric acid were added to the mixture to s... The reactants are C(C)N1C(N(CC1)C)=C (1-ethyl-3-methyl-2-methylene imidazoline), FC1=C(C(=C(C(=C1O)F)F)F)F (pentafluorophenol). Solvent: C(C)OCC (diethylether). Reaction conditions: temperature -78 celsius, time 8 hour. Product: C(C)[N+]1=C(N(C=C1)C)C.FC1=C(C(=C(C(=C1[O-])F)F)F)F (1-ethyl-2,3-dimethylimidazolium pentafluorophenolate). As a reaction SMILES: [CH2:1]([N:3]1[CH2:7][CH2:6][N:5]([CH3:8])[C:4]1=[CH2:9])[CH3:2].[F:10][C:11]1[C:16]([OH:17])=[C:15]([F:18])[C:14]([F:19])=[C:13]([F:20])[C:12]=1[F:21]>C(OCC)C>[CH2:1]([N+:3]1[CH:7]=[CH:6][N:5]([CH3:8])[C:4]=1[CH3:9])[CH3:2].[F:10][C:11]1[C:16]([O-:17])=[C:15]([F:18])[C:14]([F:19])=[C:13]([F:20])[C:12]=1[F:21] |f:3.4|. Reported procedure: 1.48 ml (11.95 mmol) 1-ethyl-3-methyl-2-methylene imidazoline is added to a solution of 2.20 g (11.95 mmol) pentafluorophenol in diethylether cooled to −78° C. by means of a syringe. The reaction mixture is warmed to room temperature over a period of 5 h and stirred at room temperature for 8 h. The precipitated, colorless solid is filtered off, washed twice with 20 ml diethylether and, subsequently, dried in vacuum. The desired product is obtained as a colorless solid which melts at 144° C. The reagents and catalysts are C=1C=CC(=CC1)[P](C=2C=CC=CC2)(C=3C=CC=CC3)[Pd]([P](C=4C=CC=CC4)(C=5C=CC=CC5)C=6C=CC=CC6)([P](C=7C=CC=CC7)(C=8C=CC=CC8)C=9C=CC=CC9)[P](C=1C=CC=CC1)(C=1C=CC=CC1)C=1C=CC=CC1 ((Ph3P)4Pd). Starting materials: IC1=C2/C(/C(NC2=CC=C1)=O)=C/C=1NC=CC1 ((Z)-1,3-dihydro-4-iodo-3-[(1H-pyrrol-2-yl)methylene]-2H-indol-2-one), IC1=C2/C(/C(NC2=CC=C1)=O)=C/C=1NC=CC1 ((Z)-1,3-dihydro-4-iodo-3-[(1H-pyrrol-2-yl)methylene]-2H-indol-2-one), C(=O)([O-])[O-].[Na+].[Na+] (Na2CO3), CC1=CC=C(C=C1)B(O)O (4-methylphenylboronic acid), COCCOC (1,2-dimethoxyethane). Solvent: C(Cl)(Cl)Cl (chloroform). The product is CC1=CC=C(C=C1)C1=C2/C(/C(NC2=CC=C1)=O)=C/C=1NC=CC1 ((Z)-1,3-Dihydro-4-(4-methylphenyl)-3-[(1H-pyrrol-2-yl)methylene]-2H-indol-2-one). Reaction SMILES: I[C:2]1[CH:10]=[CH:9][CH:8]=[C:7]2[C:3]=1/[C:4](=[CH:12]/[C:13]1[NH:14][CH:15]=[CH:16][CH:17]=1)/[C:5](=[O:11])[NH:6]2.C([O-])([O-])=O.[Na+].[Na+].[CH3:24][C:25]1[CH:30]=[CH:29][C:28](B(O)O)=[CH:27][CH:26]=1.COCCOC>C(Cl)(Cl)Cl.C1C=CC([P]([Pd]([P](C2C=CC=CC=2)(C2C=CC=CC=2)C2C=CC=CC=2)([P](C2C=CC=CC=2)(C2C=CC=CC=2)C2C=CC=CC=2)[P](C2C=CC=CC=2)(C2C=CC=CC=2)C2C=CC=CC=2)(C2C=CC=CC=2)C2C=CC=CC=2)=CC=1>[CH3:24][C:25]1[CH:30]=[CH:29][C:28]([C:2]2[CH:10]=[CH:9][CH:8]=[C:7]3[C:3]=2/[C:4](=[CH:12]/[C:13]2[NH:14][CH:15]=[CH:16][CH:17]=2)/[C:5](=[O:11])[NH:6]3)=[CH:27][CH:26]=1 |f:1.2.3,^1:47,49,68,87|. Reported procedure: A solution of (Z)-1,3-dihydro-4-iodo-3-[(1H-pyrrol-2-yl)methylene]-2H-indol-2-one (30 mg, 0.089 mmol) (Starting Material 1) 2M aqueous Na2CO3 solution (89 μL, 0.178 mmol), (Ph3P)4Pd (5 mg, 0.004 mmol) (Aldrich), and 4-methylphenylboronic acid (15 mg, 0.110 mmol) (Aldrich) in 3 mL of a 2:1 mixture of 1,2-dimethoxyethane:distilled water was heated at 100° C. under a nitrogen atmosphere for 18 h. The reaction mixture was allowed to cool to room temperature and then directly purified by flash chroma... Reaction conditions: temperature 100 celsius. As a reaction SMILES: [CH2:1](Br)[CH:2]=[CH2:3].[F:5][C:6]1[CH:7]=[CH:8][C:9]([N+:13]([O-:15])=[O:14])=[C:10]([OH:12])[CH:11]=1.C(=O)([O-])[O-].[K+].[K+]>C(#N)C>[CH2:1]([O:12][C:10]1[CH:11]=[C:6]([F:5])[CH:7]=[CH:8][C:9]=1[N+:13]([O-:15])=[O:14])[CH:2]=[CH2:3] |f:2.3.4|. Reported procedure: Allyl bromide (3.4 g, 28 mmol, 1.5 eq) was added to a mixture of 5-fluoro-2-nitro-phenol (3.0 g, 19 mmol, 1 eq) and potassium carbonate (5.2 g, 38 mmol, 2 eq) in anhydrous acetonitrile (25 ml) and the mixture was heated to reflux for 6 hr. The reaction mixture was filtered and washed with acetonitrile and the filtrate concentrated to dryness to give 2-allyloxy-4-fluoro-1-nitro-benzene (2.8 g, 75%). The crude compound was used in the next stage without purification. The yield is 74.7%. Run in C(C)#N (acetonitrile). Starting materials: C(C=C)Br (Allyl bromide), FC=1C=CC(=C(C1)O)[N+](=O)[O-] (5-fluoro-2-nitro-phenol), C([O-])([O-])=O.[K+].[K+] (potassium carbonate). Yields the product C(C=C)OC1=C(C=CC(=C1)F)[N+](=O)[O-] (2-allyloxy-4-fluoro-1-nitro-benzene).